This data is from the Open Reaction Database (ORD), a public repository of structured organic reaction records. The task is: describe an organic reaction: reactants, conditions, products, and yield Starting materials: ( 2 ), tetrabenzyl, CC1=NN(C(=C1CC1=CC=C(C=C1)CC)C)[C@H]1[C@H](OCC2=CC=CC=C2)[C@@H](OCC2=CC=CC=C2)[C@H](OCC2=CC=CC=C2)[C@H](O1)COCC1=CC=CC=C1 (3,5-dimethyl-4-(4-ethylphenylmethyl)-1-(2,3,4,6-tetra-O-benzyl-β-D-glucopyranosyl)pyrazole). The reagents and catalysts are [OH-].[Pd+2].[OH-] (palladium hydroxide). The solvent is C(C)O (ethanol), O1CCCC1 (tetrahydrofuran). Run at time 16 hour. Yields the product CC1=NN(C(=C1CC1=CC=C(C=C1)CC)C)[C@H]1[C@H](O)[C@@H](O)[C@H](O)[C@H](O1)CO (3,5-dimethyl-4-(4-ethylphenylmethyl)-1-(β-D-glucopyranosyl)pyrazole). Yield: 78.6%. As a reaction SMILES: [CH3:1][C:2]1[C:6]([CH2:7][C:8]2[CH:13]=[CH:12][C:11]([CH2:14][CH3:15])=[CH:10][CH:9]=2)=[C:5]([CH3:16])[N:4]([C@@H:17]2[O:46][C@H:45]([CH2:47][O:48]CC3C=CC=CC=3)[C@@H:36]([O:37]CC3C=CC=CC=3)[C@H:27]([O:28]CC3C=CC=CC=3)[C@H:18]2[O:19]CC2C=CC=CC=2)[N:3]=1>C(O)C.O1CCCC1.[OH-].[Pd+2].[OH-]>[CH3:1][C:2]1[C:6]([CH2:7][C:8]2[CH:13]=[CH:12][C:11]([CH2:14][CH3:15])=[CH:10][CH:9]=2)=[C:5]([CH3:16])[N:4]([C@@H:17]2[O:46][C@H:45]([CH2:47][OH:48])[C@@H:36]([OH:37])[C@H:27]([OH:28])[C@H:18]2[OH:19])[N:3]=1 |f:3.4.5|. Procedure details: 3-(4-ethylphenylmethyl)-2,4-pentanedione 28 (700 mg) and 2,3,4,6-tetra-O-benzyl-α,β-D-glucosehydrazone 29 (1.70 g) (See Schmidt, R. R. et al., Liebigs Ann. Chem. 1981, 2309) were dissolved in tetrahydrofuran (20 ml), and the mixture was stirred at room temperature for 18 hours under argon atmosphere. The solvent was evaporated under reduced pressure, and the residue was dissolved in toluene (20 ml), and the mixture was heated with stirring under reflux for 2 hours. The mixture was left alone unt... The reactants are COC1=NC(=NC(=C1)OC)C(=O)CC(=O)NC1=CC=CC=C1 (2-(4,6-dimethoxypyrimidine-2-ylcarbonyl)acetanilide), Cl (hydrochloric acid), [OH-].[Na+] (sodium hydroxide). Solvent: CO (methanol). Yields the product COC1=NC(=NC(=C1)OC)C(=O)C1=C(N)C=CC=C1 (2-(4,6-dimethoxypyrimidine-2-ylcarbonyl)aniline). Reaction SMILES: [CH3:1][O:2][C:3]1[CH:8]=[C:7]([O:9][CH3:10])[N:6]=[C:5]([C:11]([CH2:13][C:14]([NH:16]C2C=CC=CC=2)=O)=[O:12])[N:4]=1.Cl.[OH-].[Na+]>CO>[CH3:10][O:9][C:7]1[CH:8]=[C:3]([O:2][CH3:1])[N:4]=[C:5]([C:11]([C:13]2[CH:14]=[CH:13][CH:11]=[CH:5][C:14]=2[NH2:16])=[O:12])[N:6]=1 |f:2.3|. Procedure details: In a reactor were placed 0.57 g (1.9 m moles) of 2-(4,6-dimethoxypyrimidine-2-ylcarbonyl)acetanilide, 10 ml of methanol and 5 ml of 6 N hydrochloric acid, followed by refluxing for 1 hour with heating. After the completion of the reaction, the reaction mixture was made alkaline with sodium hydroxide, after which extraction with ethyl acetate was made. The ethyl acetate layer was concentrated. The residue was subjected to gas chromatography. As a result, formation of 2-(4,6-dimethoxypyrimidine-2-... The reactants are O=C1CCC(=O)N1Br, O=C(OOC(=O)c1ccccc1)c1ccccc1, ClC(Cl)(Cl)Cl, CC(=C(c1ccc(F)cc1)c1ccc(F)cc1)c1nnnn1C, CC(C)(C#N)N=NC(C)(C)C#N. Yields the product Cn1nnnc1C(CBr)=C(c1ccc(F)cc1)c1ccc(F)cc1. RXN SMILES: [Br:24][N:25]1[C:26](=[O:27])[CH2:28][CH2:29][C:30]1=[O:31].[C:44]([O:45][O:46][C:47](=[O:48])[c:49]1[cH:50][cH:51][cH:52][cH:53][cH:54]1)(=[O:55])[c:56]1[cH:57][cH:58][cH:59][cH:60][cH:61]1.[C:62]([Cl:63])([Cl:64])([Cl:65])[Cl:66].[F:1][c:2]1[cH:3][cH:4][c:5]([C:8](=[C:9]([CH3:10])[c:11]2[n:12][n:13][n:14][n:15]2[CH3:16])[c:17]2[cH:18][cH:19][c:20]([F:23])[cH:21][cH:22]2)[cH:6][cH:7]1.[N:32]([C:33]([CH3:34])([CH3:35])[C:36]#[N:37])=[N:38][C:39]([CH3:40])([CH3:41])[C:42]#[N:43]>>[F:1][c:2]1[cH:3][cH:4][c:5]([C:8](=[C:9]([CH2:10][Br:24])[c:11]2[n:12][n:13][n:14][n:15]2[CH3:16])[c:17]2[cH:18][cH:19][c:20]([F:23])[cH:21][cH:22]2)[cH:6][cH:7]1. The reactants are O=C(n1ccnc1)n1ccnc1, O=C([O-])O, COC(=O)CN, Cl, O=C(O)c1cncc2c1cnn2-c1ccc(F)cc1, [NH4+], CN(C)C=O, O. The product is COC(=O)CNC(=O)c1cncc2c1cnn2-c1ccc(F)cc1. RXN SMILES: [C:20]([n:21]1[cH:22][cH:23][n:24][cH:25]1)([n:26]1[cH:27][cH:28][n:29][cH:30]1)=[O:31].[C:45](=[O:46])([OH:47])[O-:48].[CH3:33][O:34][C:35]([CH2:36][NH2:37])=[O:38].[ClH:32].[F:1][c:2]1[cH:3][cH:4][c:5](-[n:8]2[n:9][cH:10][c:11]3[c:12]2[cH:13][n:14][cH:15][c:16]3[C:17](=[O:18])[OH:19])[cH:6][cH:7]1.[NH4+:49].[O:40]=[CH:41][N:42]([CH3:43])[CH3:44].[OH2:39]>>[F:1][c:2]1[cH:3][cH:4][c:5](-[n:8]2[n:9][cH:10][c:11]3[c:12]2[cH:13][n:14][cH:15][c:16]3[C:17](=[O:19])[NH:37][CH2:36][C:35]([O:34][CH3:33])=[O:38])[cH:6][cH:7]1. Starting materials: C(=O)(C(F)(F)F)O (TFA), C(C)[SiH](CC)CC (triethylsilane), CN1C[C@@H](C=C2C=3C=CC=C4NC=C(C[C@@H]12)C34)CSC3=CC=CC=C3 ((5β,8β)-9,10-didehydro-6-methyl-8-(phenylthiomethyl)ergoline). Run at time 8 hour. Product: CN1C[C@@H](C=C2C=3C=CC=C4NC=C(C[C@@H]12)C34)CSC3=CC=CC=C3 ((5β,8β)-9,10-didehydro-6-methyl-8-(phenylthiomethyl)ergoline), CN1C[C@@H](C=C2C=3C=CC=C4NC[C@@H](C[C@@H]12)C34)CSC3=CC=CC=C3 ((3β,5β,8β)-9,10-Didehydro-2,3-dihydro-6-methyl-8-(phenylthiomethyl) ergoline). Isolated yield 69.4%. RXN SMILES: C(O)(C(F)(F)F)=O.C([SiH](CC)CC)C.[CH3:15][N:16]1[C@H:30]2[C:20]([C:21]3[CH:22]=[CH:23][CH:24]=[C:25]4[C:31]=3[C:28]([CH2:29]2)=[CH:27][NH:26]4)=[CH:19][C@@H:18]([CH2:32][S:33][C:34]2[CH:39]=[CH:38][CH:37]=[CH:36][CH:35]=2)[CH2:17]1>>[CH3:15][N:16]1[C@H:30]2[C:20]([C:21]3[CH:22]=[CH:23][CH:24]=[C:25]4[C:31]=3[C:28]([CH2:29]2)=[CH:27][NH:26]4)=[CH:19][C@@H:18]([CH2:32][S:33][C:34]2[CH:39]=[CH:38][CH:37]=[CH:36][CH:35]=2)[CH2:17]1.[CH3:15][N:16]1[C@H:30]2[C:20]([C:21]3[CH:22]=[CH:23][CH:24]=[C:25]4[C:31]=3[C@H:28]([CH2:29]2)[CH2:27][NH:26]4)=[CH:19][C@@H:18]([CH2:32][S:33][C:34]2[CH:39]=[CH:38][CH:37]=[CH:36][CH:35]=2)[CH2:17]1. Procedure: (5β,8β)-9,10-didehydro-6-methyl-8-(phenylthiomethyl)ergoline was prepared as described by Kornfeld et al. supra. Following procedures essentially as described in Example 1, a mixture of 12 ml of TFA, 3.0 g (26.1 mmol) of triethylsilane and 2.32 g (6.7 mmol) of (5β,8β)-9,10-didehydro-6-methyl-8-(phenylthiomethyl)ergoline was stirred overnight and provided 0.81 g of the title compound (35%) following HPLC (5% methanol/methylene chloride), mp. 54°-58° C.